Dataset: the Open Reaction Database (ORD), a public repository of structured organic reaction records. Task: describe an organic reaction: reactants, conditions, products, and yield The solvent is C(C)OCC (ethyl ether). The yield is 100.0%. Reaction conditions: time 18 hour. As a reaction SMILES: [CH2:1]([O:3][C:4]([N:6]1[CH2:11][CH2:10][CH:9]([C:12]2[C:20]3[C:15](=[CH:16][C:17]([F:21])=[CH:18][CH:19]=3)[NH:14][CH:13]=2)[CH2:8][CH2:7]1)=[O:5])[CH3:2].Br[CH2:23][C:24]1[S:25][CH:26]=[CH:27][CH:28]=1>C(OCC)C>[CH2:1]([O:3][C:4]([N:6]1[CH2:11][CH2:10][CH:9]([C:12]2[C:20]3[C:15](=[CH:16][C:17]([F:21])=[CH:18][CH:19]=3)[N:14]([CH2:23][C:24]3[S:25][CH:26]=[CH:27][CH:28]=3)[CH:13]=2)[CH2:8][CH2:7]1)=[O:5])[CH3:2]. Product: C(C)OC(=O)N1CCC(CC1)C1=CN(C2=CC(=CC=C12)F)CC=1SC=CC1 (4-(6-fluoro-1-thiophen-2-ylmethyl-1H-indol-3-yl)-piperidine-1-carboxylic acid ethyl ester). Reactants: C(C)OC(=O)N1CCC(CC1)C1=CNC2=CC(=CC=C12)F (4-(6-fluoro-1H-indol-3-yl)-piperidine-1-carboxylic acid ethyl ester), solution, BrCC=1SC=CC1 (2-bromomethyl-thiophene). Procedure: This compound was prepared following the procedure described in example 13 (part B) starting with 4 g (13.8 mmol) of 4-(6-fluoro-1H-indol-3-yl)-piperidine-1-carboxylic acid ethyl ester (example 24, part A) and 16 mL of (16 mmol) of a freshly prepared 1M solution in ethyl ether of 2-bromomethyl-thiophene. The reaction mixture was stirred at room temperature for 18 hours. After standard work-up, 5.42 g (100% of yield) of 4-(6-fluoro-1-thiophen-2-ylmethyl-1H-indol-3-yl)-piperidine-1-carboxylic acid...